Dataset: the Open Reaction Database (ORD), a public repository of structured organic reaction records. Task: describe an organic reaction: reactants, conditions, products, and yield Starting materials: C(#N)[BH3-].[Na+] (Sodium cyanoborohydride), C(C1=CC=CC=C1)C1C(CCC2=CC=CC=C12)=O (1-benzyl-2-tetralone), COC1=C(CN)C=CC=C1 (2-methoxybenzylamine), C(C)(=O)O (acetic acid), C([O-])([O-])=O.[Na+].[Na+] (sodium carbonate). Solvent: CO (methanol). Reaction conditions: time 48 hour. Yields the product C(C1=CC=CC=C1)C1C(CCC2=CC=CC=C12)NCC1=C(C=CC=C1)OC (1-benzyl-2-(2-methoxybenzylamino)tetralin). Yield: 76.8%. As a reaction SMILES: C([BH3-])#N.[Na+].[CH2:5]([CH:12]1[C:21]2[C:16](=[CH:17][CH:18]=[CH:19][CH:20]=2)[CH2:15][CH2:14][C:13]1=O)[C:6]1[CH:11]=[CH:10][CH:9]=[CH:8][CH:7]=1.[CH3:23][O:24][C:25]1[CH:32]=[CH:31][CH:30]=[CH:29][C:26]=1[CH2:27][NH2:28].C(O)(=O)C.C(=O)([O-])[O-].[Na+].[Na+]>CO>[CH2:5]([CH:12]1[C:21]2[C:16](=[CH:17][CH:18]=[CH:19][CH:20]=2)[CH2:15][CH2:14][CH:13]1[NH:28][CH2:27][C:26]1[CH:29]=[CH:30][CH:31]=[CH:32][C:25]=1[O:24][CH3:23])[C:6]1[CH:11]=[CH:10][CH:9]=[CH:8][CH:7]=1 |f:0.1,5.6.7|. Procedure details: Sodium cyanoborohydride (0.46 g, 7.28 mmol) was added to a solution of 1-benzyl-2-tetralone (0.86 g, 3.64 mmol), 2-methoxybenzylamine (0.50 g, 3.64 mmol), and acetic acid (0.22 g, 3.64 mmol) in methanol (10 mL) under nitrogen. After 48 h of stirring, the reaction mixture was concentrated in vacuo to provide a brown oil. Saturated aqueous sodium carbonate solution (25 mL) was added to this residue and the resulting mixture was extracted with chloroform. The chloroform extracts were combined, drie... The reactants are CCOC(=O)CC(=O)OCC, ClC(Cl)(Cl)Cl, CCO, O=C(Cl)c1cc(F)c(Cl)cc1Cl, [Mg], O, O=S(=O)(O)O. Yields the product CCOC(=O)C(C(=O)OCC)C(=O)c1cc(F)c(Cl)cc1Cl. RXN SMILES: [C:2]([CH2:3][C:4](=[O:5])[O:6][CH2:7][CH3:8])(=[O:9])[O:10][CH2:11][CH3:12].[C:34]([Cl:35])([Cl:36])([Cl:37])[Cl:38].[CH3:30][CH2:31][OH:32].[Cl:13][c:14]1[c:15]([C:16](=[O:17])[Cl:18])[cH:19][c:20]([F:24])[c:21]([Cl:23])[cH:22]1.[Mg:1].[OH2:33].[S:25](=[O:26])(=[O:27])([OH:28])[OH:29]>>[C:2]([CH:3]([C:4](=[O:5])[O:6][CH2:7][CH3:8])[C:16]([c:15]1[c:14]([Cl:13])[cH:22][c:21]([Cl:23])[c:20]([F:24])[cH:19]1)=[O:17])(=[O:9])[O:10][CH2:11][CH3:12].